Dataset: the Open Reaction Database (ORD), a public repository of structured organic reaction records. Task: describe an organic reaction: reactants, conditions, products, and yield The reactants are C1(CCCCC1)C(CO)(C)C (2-Cyclohexyl-2-methyl-1-propanol), C(C(=O)Cl)(=O)Cl (oxalyl chloride). Solvent: CS(=O)C (dimethylsulfoxide). Product: C1(CCCCC1)C(C=O)(C)C (2-Cyclohexyl-2-methylpropanal). Reaction SMILES: [CH:1]1([C:7]([CH3:11])([CH3:10])[CH2:8][OH:9])[CH2:6][CH2:5][CH2:4][CH2:3][CH2:2]1.C(Cl)(=O)C(Cl)=O>CS(C)=O>[CH:1]1([C:7]([CH3:11])([CH3:10])[CH:8]=[O:9])[CH2:6][CH2:5][CH2:4][CH2:3][CH2:2]1. Reported procedure: 2-Cyclohexyl-2-methyl-1-propanol, oxalyl chloride and dimethylsulfoxide were processed as described in Example 18A to provide the title compound.